This data is from the Open Reaction Database (ORD), a public repository of structured organic reaction records. The task is: describe an organic reaction: reactants, conditions, products, and yield Reactants: C(C)(=O)N1C2=C(N(C[C@@H]1C)C(=O)OC(C)C)C=C(C=N2)Br ((S)-isopropyl 4-acetyl-7-bromo-3-methyl-3,4-dihydropyrido[2,3-b]pyrazine-1(2H)-carboxylate), [OH-].[Na+] (Sodium hydroxide). Run at time 6 hour. The product is BrC1=CC2=C(N[C@H](CN2C(=O)OC(C)C)C)N=C1 ((S)-isopropyl 7-bromo-3-methyl-3,4-dihydropyrido[2,3-b]pyrazine-1(2H)-carboxylate). RXN SMILES: C([N:4]1[C@@H:9]([CH3:10])[CH2:8][N:7]([C:11]([O:13][CH:14]([CH3:16])[CH3:15])=[O:12])[C:6]2[CH:17]=[C:18]([Br:21])[CH:19]=[N:20][C:5]1=2)(=O)C.[OH-].[Na+]>>[Br:21][C:18]1[CH:19]=[N:20][C:5]2[NH:4][C@@H:9]([CH3:10])[CH2:8][N:7]([C:11]([O:13][CH:14]([CH3:16])[CH3:15])=[O:12])[C:6]=2[CH:17]=1 |f:1.2|. Procedure: A reaction vial was charged with (S)-isopropyl 4-acetyl-7-bromo-3-methyl-3,4-dihydropyrido[2,3-b]pyrazine-1(2H)-carboxylate (0.2 M in methanol, 0.1 mL, 0.02 mmol). Sodium hydroxide (2.0 M in water, 0.050 mL, 0.10 mmol) was added and the reaction was shaken at room temperature for 6 hours. The reaction mixture was concentrated to afford (S)-isopropyl 7-bromo-3-methyl-3,4-dihydropyrido[2,3-b]pyrazine-1(2H)-carboxylate which was used in the next step without purification. MS (ESI, pos. ion) m/z 314...